This data is from the Open Reaction Database (ORD), a public repository of structured organic reaction records. The task is: describe an organic reaction: reactants, conditions, products, and yield Reactants: FC1=C(C(=O)O)C=CC(=C1)F (2,4-difluorobenzoic acid), S(=O)(=O)(Cl)Cl (sulfuryl dichloride), CO (methanol). Product: FC1=C(C(=O)OC)C=CC(=C1)F (methyl 2,4-difluorobenzoate). Isolated yield 92.0%. As a reaction SMILES: [F:1][C:2]1[CH:10]=[C:9]([F:11])[CH:8]=[CH:7][C:3]=1[C:4]([OH:6])=[O:5].S(Cl)(Cl)(=O)=O.[CH3:17]O>>[F:1][C:2]1[CH:10]=[C:9]([F:11])[CH:8]=[CH:7][C:3]=1[C:4]([O:6][CH3:17])=[O:5]. Procedure: To a solution of 2,4-difluorobenzoic acid (50.0 g, 316.25 mmol) in methanol (500 mL) was added sulfuryl dichloride (112 g, 949.15 mmol) at 0° C. The resulting solution was heated to reflux overnight and concentrated in vacuo to afford methyl 2,4-difluorobenzoate as a colorless oil (50 g, 92%). Reactants: ClC1=C(C=C(C=C1)C1CCNCC1)C(F)(F)F (4-(4-Chloro-3-trifluoromethyl-phenyl)-piperidine), C(CCC)Br (1-butylbromide). Yields the product ClC1=C(C=C(C=C1)C1CCN(CC1)CCCC)C(F)(F)F (4-(4-Chloro-3-trifluoromethyl-phenyl)-1-butyl-piperidine). As a reaction SMILES: [Cl:1][C:2]1[CH:7]=[CH:6][C:5]([CH:8]2[CH2:13][CH2:12][NH:11][CH2:10][CH2:9]2)=[CH:4][C:3]=1[C:14]([F:17])([F:16])[F:15].[CH2:18](Br)[CH2:19][CH2:20][CH3:21]>>[Cl:1][C:2]1[CH:7]=[CH:6][C:5]([CH:8]2[CH2:13][CH2:12][N:11]([CH2:18][CH2:19][CH2:20][CH3:21])[CH2:10][CH2:9]2)=[CH:4][C:3]=1[C:14]([F:17])([F:15])[F:16]. Procedure details: Beginning with 4-(4-Chloro-3-trifluoromethyl-phenyl)-piperidine and 1-butylbromide, the title compound was recovered by the procedure described in Example 2. MS m/z (rel. intensity, 70 eV) 319 (M+, 6), 278 (31), 277 (19), 276 (bp), 70 (30). The reactants are BrCc1ccccc1, CCNc1ccc(CC2CCN(C(C)=O)CC2)cc1, O=C([O-])[O-], CCO, [K+], [K+]. Product: CCN(Cc1ccccc1)c1ccc(CC2CCN(C(C)=O)CC2)cc1. Reaction SMILES: [Br:26][CH2:27][c:28]1[cH:29][cH:30][cH:31][cH:32][cH:33]1.[C:1]([CH3:2])(=[O:3])[N:4]1[CH2:5][CH2:6][CH:7]([CH2:10][c:11]2[cH:12][cH:13][c:14]([NH:17][CH2:18][CH3:19])[cH:15][cH:16]2)[CH2:8][CH2:9]1.[C:20](=[O:21])([O-:22])[O-:23].[CH3:34][CH2:35][OH:36].[K+:24].[K+:25]>>[C:1]([CH3:2])(=[O:3])[N:4]1[CH2:5][CH2:6][CH:7]([CH2:10][c:11]2[cH:12][cH:13][c:14]([N:17]([CH2:18][CH3:19])[CH2:27][c:28]3[cH:29][cH:30][cH:31][cH:32][cH:33]3)[cH:15][cH:16]2)[CH2:8][CH2:9]1. The reactants are ClC=1C(=C(C(=C2C(C(=CN(C12)C1CC1)C(=O)O)=O)OC)F)F (8-chloro-1-cyclopropyl-6,7-difluoro-1,4-dihydro-5-methoxy-4-oxo-3-quinolinecarboxylic acid), C1(CC1)N1C=C(C(C2=C(C(=C(C=C12)F)F)OC)=O)C(=O)O (1-cyclopropyl-6,7-difluoro-1,4-dihydro-5-methoxy-4-oxo-3-quinolinecarboxylic acid), BrC=1C(=C(C(=C2C(C(=CN(C12)C1CC1)C(=O)O)=O)OC)F)F (8-bromo-1-cyclopropyl-6,7-difluoro-1,4-dihydro-5-methoxy-4-oxo-3-quinolinecarboxylic acid), C1(CC1)N1C=C(C(C2=C(C(=C(C(=C12)C(F)(F)F)F)F)OC)=O)C(=O)O (1-cyclopropyl-6,7-difluoro-8-trifluoromethyl-5-methoxy-4-oxo-3-quinolinecarboxylic acid). Yields the product C1(CC1)N1C=C(C(C2=C(C(=C(C(=C12)F)F)F)OC)=O)C(=O)O (1-Cyclopropyl-6,7,8-trifluoro-1,4-dihydro-5-methoxy-4-oxo-3-quinolinecarboxylic Acid). RXN SMILES: Cl[C:2]1[C:3]([F:22])=[C:4]([F:21])[C:5]([O:19][CH3:20])=[C:6]2[C:11]=1[N:10]([CH:12]1[CH2:14][CH2:13]1)[CH:9]=[C:8]([C:15]([OH:17])=[O:16])[C:7]2=[O:18].BrC1C(F)=C([F:43])C(OC)=C2C=1N(C1CC1)C=C(C(O)=O)C2=O.C1(N2C3C(=C(OC)C(F)=C(F)C=3C(F)(F)F)C(=O)C(C(O)=O)=C2)CC1.C1(N2C3C(=C(OC)C(F)=C(F)C=3)C(=O)C(C(O)=O)=C2)CC1>>[CH:12]1([N:10]2[C:11]3[C:6](=[C:5]([O:19][CH3:20])[C:4]([F:21])=[C:3]([F:22])[C:2]=3[F:43])[C:7](=[O:18])[C:8]([C:15]([OH:17])=[O:16])=[CH:9]2)[CH2:14][CH2:13]1. Procedure: In a similar manner, the following compounds were prepared: 8-chloro-1-cyclopropyl-6,7-difluoro-1,4-dihydro-5-methoxy-4-oxo-3-quinolinecarboxylic acid; 8-bromo-1-cyclopropyl-6,7-difluoro-1,4-dihydro-5-methoxy-4-oxo-3-quinolinecarboxylic acid; 1-cyclopropyl-6,7-difluoro-8-trifluoromethyl-5-methoxy-4-oxo-3-quinolinecarboxylic acid; and 1-cyclopropyl-6,7-difluoro-1,4-dihydro-5-methoxy-4-oxo-3-quinolinecarboxylic acid.